From a dataset of the Open Reaction Database (ORD), a public repository of structured organic reaction records. describe an organic reaction: reactants, conditions, products, and yield Reactants: C[C@H]1[C@H](N(CCC1)C(C1=C(C=CC(=C1)C)C=1C=NN(C1)C)=O)CN1C(C2=CC=CC=C2C1=O)=O (2-(((2S,3R)-3-methyl-1-(5-methyl-2-(1-methyl-1H-pyrazol-4-yl)benzoyl)piperidin-2-yl)methyl)isoindoline-1,3-dione), BrC=1C(=NC(=CC1)C)C(=O)O (3-bromo-6-methylpicolinic acid). Yields the product BrC=1C(=NC(=CC1)C)C(=O)N1[C@@H]([C@@H](CCC1)C)CN1C(C2=CC=CC=C2C1=O)=O (2-(((2S,3R)-1-(3-Bromo-6-methylpicolinoyl)-3-methylpiperidin-2-yl)methyl)isoindoline-1,3-dione). RXN SMILES: [CH3:1][C@@H:2]1[CH2:7][CH2:6][CH2:5][N:4]([C:8](=[O:22])C2C=C(C)C=CC=2C2C=NN(C)C=2)[C@@H:3]1[CH2:23][N:24]1[C:32](=[O:33])[C:31]2[C:26](=[CH:27][CH:28]=[CH:29][CH:30]=2)[C:25]1=[O:34].[Br:35][C:36]1[C:37](C(O)=O)=[N:38][C:39]([CH3:42])=[CH:40][CH:41]=1>>[Br:35][C:36]1[C:37]([C:8]([N:4]2[CH2:5][CH2:6][CH2:7][C@@H:2]([CH3:1])[C@H:3]2[CH2:23][N:24]2[C:25](=[O:34])[C:26]3[C:27](=[CH:28][CH:29]=[CH:30][CH:31]=3)[C:32]2=[O:33])=[O:22])=[N:38][C:39]([CH3:42])=[CH:40][CH:41]=1. Reported procedure: The title compound was prepared following the same general protocol as described for 2-(((2S,3R)-3-methyl-1-(5-methyl-2-(1-methyl-1H-pyrazol-4-yl)benzoyl)piperidin-2-yl)methyl)isoindoline-1,3-dione in Example A1, using 3-bromo-6-methylpicolinic acid. ESI-MS (m/z): 456, 458 [M]+[M+2]+.